Dataset: the Open Reaction Database (ORD), a public repository of structured organic reaction records. Task: describe an organic reaction: reactants, conditions, products, and yield Product: CC(C)(C)N1C(=O)C(Nc2ccc(N3CCOCC3)cc2)=C(c2ccccc2)S1(=O)=O. Reactants: CC(C)(C)N1C(=O)C(Cl)=C(c2ccccc2)S1(=O)=O, CCOC(C)=O, Nc1ccc(N2CCOCC2)cc1, CN(C)C=O. Reaction SMILES: [C:1]([CH3:2])([CH3:3])([CH3:4])[N:5]1[S:6](=[O:18])(=[O:19])[C:7]([c:12]2[cH:13][cH:14][cH:15][cH:16][cH:17]2)=[C:8]([Cl:11])[C:9]1=[O:10].[CH3:33][CH2:34][O:35][C:36]([CH3:37])=[O:38].[O:20]1[CH2:21][CH2:22][N:23]([c:26]2[cH:27][cH:28][c:29]([NH2:30])[cH:31][cH:32]2)[CH2:24][CH2:25]1.[O:39]=[CH:40][N:41]([CH3:42])[CH3:43]>>[C:1]([CH3:2])([CH3:3])([CH3:4])[N:5]1[S:6](=[O:18])(=[O:19])[C:7]([c:12]2[cH:13][cH:14][cH:15][cH:16][cH:17]2)=[C:8]([NH:30][c:29]2[cH:28][cH:27][c:26]([N:23]3[CH2:22][CH2:21][O:20][CH2:25][CH2:24]3)[cH:32][cH:31]2)[C:9]1=[O:10].